Dataset: the Open Reaction Database (ORD), a public repository of structured organic reaction records. Task: describe an organic reaction: reactants, conditions, products, and yield Starting materials: ClCC=1N=C(SC1)N1CCCCC1 (1-(4-chloromethyl-1,3-thiazol-2-yl)piperidine), C([O-])([O-])=O.[K+].[K+] (potassium carbonate), O=CC1=CC(OC)=C(O)C=C1 (vanillin), CN(C=O)C (N,N-dimethylformamide). Run in O (Water). Run at temperature 80 celsius, time 2 hour. Product: COC=1C=C(C=O)C=CC1OCC=1N=C(SC1)N1CCCCC1 (3-methoxy-4-[(2-piperidin-1-yl-1,3-thiazol-4-yl)methoxy]benzaldehyde). Isolated yield 87.6%. Reaction SMILES: Cl[CH2:2][C:3]1[N:4]=[C:5]([N:8]2[CH2:13][CH2:12][CH2:11][CH2:10][CH2:9]2)[S:6][CH:7]=1.C(=O)([O-])[O-].[K+].[K+].[O:20]=[CH:21][C:22]1[CH:30]=[CH:29][C:27]([OH:28])=[C:24]([O:25][CH3:26])[CH:23]=1.CN(C)C=O>O>[CH3:26][O:25][C:24]1[CH:23]=[C:22]([CH:30]=[CH:29][C:27]=1[O:28][CH2:2][C:3]1[N:4]=[C:5]([N:8]2[CH2:13][CH2:12][CH2:11][CH2:10][CH2:9]2)[S:6][CH:7]=1)[CH:21]=[O:20] |f:1.2.3|. Procedure details: A mixture of 1-(4-chloromethyl-1,3-thiazol-2-yl)piperidine (1.00 g), potassium carbonate (0.64 g), vanillin (0.70 g) and N,N-dimethylformamide (30 mL) was stirred at 80° C. for 2 hrs. Water was poured into the reaction mixture, and the mixture was extracted with ethyl acetate. The ethyl acetate layer was washed with saturated brine, dried over anhydrous magnesium sulfate and concentrated. The residue was subjected to silica gel column chromatography to give 3-methoxy-4-[(2-piperidin-1-yl-1,3-thi... Reactants: OB(O)c1ccc(Cl)cc1, COC(=S)c1cc(N)c(C)s1. The product is COC(=S)c1cc(Nc2ccc(Cl)cc2)c(C)s1. As a reaction SMILES: [Cl:12][c:13]1[cH:14][cH:15][c:16]([B:19]([OH:20])[OH:21])[cH:17][cH:18]1.[NH2:1][c:2]1[cH:3][c:4]([C:8](=[S:9])[O:10][CH3:11])[s:5][c:6]1[CH3:7]>>[NH:1]([c:2]1[cH:3][c:4]([C:8](=[S:9])[O:10][CH3:11])[s:5][c:6]1[CH3:7])[c:16]1[cH:15][cH:14][c:13]([Cl:12])[cH:18][cH:17]1. The reactants are C#CCOc1ncc(C=O)s1, CCO, N#CCC#N, O. The product is C#CCOc1ncc(C=C(C#N)C#N)s1. RXN SMILES: [CH2:1]([C:2]#[CH:3])[O:4][c:5]1[s:6][c:7]([CH:10]=[O:11])[cH:8][n:9]1.[CH3:18][CH2:19][OH:20].[N:12]#[C:13][CH2:14][C:15]#[N:16].[OH2:17]>>[CH2:1]([C:2]#[CH:3])[O:4][c:5]1[s:6][c:7]([CH:10]=[C:14]([C:13]#[N:12])[C:15]#[N:16])[cH:8][n:9]1. Starting materials: O=C1C2=C(OCC3=C1C=CC=C3)C=CC(=C2)CC(=O)OC (methyl 6,11-dihydro-11-oxodibenz[b,e]oxepin-2-acetate), [H-].[Al+3].[Li+].[H-].[H-].[H-] (lithium aluminum hydride). Run in CCOCC (ether), CCOCC (ether). Conditions: temperature 0 celsius. Yields the product OC1C2=C(OCC3=C1C=CC=C3)C=CC(=C2)CCO (6,11-dihydro-11-hydroxydibenz[b,e]oxepin-2-ethanol). As a reaction SMILES: [O:1]=[C:2]1[C:8]2[CH:9]=[CH:10][CH:11]=[CH:12][C:7]=2[CH2:6][O:5][C:4]2[CH:13]=[CH:14][C:15]([CH2:17][C:18](OC)=[O:19])=[CH:16][C:3]1=2.[H-].[Al+3].[Li+].[H-].[H-].[H-]>CCOCC>[OH:1][CH:2]1[C:8]2[CH:9]=[CH:10][CH:11]=[CH:12][C:7]=2[CH2:6][O:5][C:4]2[CH:13]=[CH:14][C:15]([CH2:17][CH2:18][OH:19])=[CH:16][C:3]1=2 |f:1.2.3.4.5.6|. Reported procedure: A solution of 3.5 g. of methyl 6,11-dihydro-11-oxodibenz[b,e]oxepin-2-acetate in 150 ml. of dry ether is added dropwise to a stirred suspension of 2.5 g. of lithium aluminum hydride in 50 ml. of dry ether. The mixture is refluxed for three hours, cooled to 0° C., and hydrolyzed. The mixture is extracted with ether, dried over sodium sulfate, and evaporated to a crude crystalline product. Recrystallization from acetonitrile provides colorless crystals, m.p. 135°-137° C. of 6,11-dihydro-11-hydroxy... The reactants are C(C)(=O)OC1=CC(C1)=O (3-acetoxy-2-cyclobuten-1-one), C(C)O (ethanol), C1(CCCCC1)N(C)C (cyclohexyldimethylamine). Run in C(C)(=O)OCC (ethyl acetate), C(C)(=O)OCC (ethyl acetate). Reaction conditions: time 20 minute. Yields the product C1(CCCCC1)[NH+](C)C.OC1=CC(C1)=O (3-hydroxy-2-cyclobuten-1-one-cyclohexyldimethylammonium salt). Yield: 77.1%. As a reaction SMILES: C([O:4][C:5]1[CH2:8][C:7](=[O:9])[CH:6]=1)(=O)C.C(O)C.[CH:13]1([N:19]([CH3:21])[CH3:20])[CH2:18][CH2:17][CH2:16][CH2:15][CH2:14]1>C(OCC)(=O)C>[CH:13]1([NH+:19]([CH3:21])[CH3:20])[CH2:18][CH2:17][CH2:16][CH2:15][CH2:14]1.[OH:9][C:7]1[CH2:8][C:5](=[O:4])[CH:6]=1 |f:4.5|. Procedure details: 3.24 g of 3-acetoxy-2-cyclobuten-1-one (triketene, 25.0 mmol) was dissolved in 1.90 g of absolute ethanol (41.3 mmol) and 40 g of ethyl acetate. 6.45 g of cyclohexyldimethylamine (99 percent; 50.0 mmol), dissolved in 10 g of ethyl acetate, was instilled in this solution at 20° C. within 20 minutes. After 2 hours of stirring at room temperature, the suspension was filtered and dried under vacuum. 4.09 g of the title product with a content of 94.5 percent (according to HPLC), corresponding to a yi...